Dataset: the Open Reaction Database (ORD), a public repository of structured organic reaction records. Task: describe an organic reaction: reactants, conditions, products, and yield Reactants: O1CCOC12CCN(CC2)C2=CC=C(C=C1C(NC(S1)=S)=O)C=C2 (5-[4(1,4-Dioxa-8-aza-spiro[4.5]dec-8-yl)-benzylidene]-2-thioxothiazolidin-4-one), Cl (hydrochloric acid), [OH-].[NH4+] (ammonium hydroxide). Yields the product O=C1NC(SC1=CC1=CC=C(C=C1)N1CCC(CC1)=O)=S (1-[4-(4-Oxo-2-thioxo-thiazolidin-5-ylidenemethyl)-phenyl]-piperidine-4-one). Isolated yield 89.2%. As a reaction SMILES: O1[C:5]2([CH2:10][CH2:9][N:8]([C:11]3[CH:24]=[CH:23][C:14]([CH:15]=[C:16]4[S:20][C:19](=[S:21])[NH:18][C:17]4=[O:22])=[CH:13][CH:12]=3)[CH2:7][CH2:6]2)[O:4]CC1.Cl.[OH-].[NH4+]>>[O:22]=[C:17]1[C:16](=[CH:15][C:14]2[CH:13]=[CH:12][C:11]([N:8]3[CH2:9][CH2:10][C:5](=[O:4])[CH2:6][CH2:7]3)=[CH:24][CH:23]=2)[S:20][C:19](=[S:21])[NH:18]1 |f:2.3|. Procedure: 5-[4(1,4-Dioxa-8-aza-spiro[4.5]dec-8-yl)-benzylidene]-2-thioxothiazolidin-4-one (which was obtained in Example 33) (0.9 g, 2.5 mmol) was treated with concentrated hydrochloric acid (25 mL) at room temperature. After 15 hours ˜28% ammonium hydroxide (NH4OH) was added dropwise and the precipitate was collected by filtration, and dried over phosphorus pentoxide (P2O5) to give the title compound as a red solid (0.71 g, 89%); 1H NMR (300 MHz, DMSO-d6) δ 2.46 (t, J=6.1 Hz, 4H), 3.79 (t, J=6.1 Hz, 4H),...